The task is: describe an organic reaction: reactants, conditions, products, and yield. This data is from the Open Reaction Database (ORD), a public repository of structured organic reaction records. The reactants are [Cl-].O[NH3+] (hydroxylammonium chloride), C(O)([O-])=O.[Na+] (sodium hydrogen carbonate), CS(=O)C (dimethyl sulfoxide), O=C1N(C=2N(C(=C1CC1=CC=C(C=C1)C=1C(=CC=CC1)C#N)CCC)N=CC2)C2CCOCC2 (4′-{[5-oxo-7-propyl-4-(tetrahydro-2H-pyran-4-yl)-4,5-dihydropyrazolo[1,5-a]pyrimidin-6-yl]methyl}biphenyl-2-carbonitrile). Solvent: C(C)(=O)OCC (ethyl acetate). Run at temperature 40 celsius, time 30 minute. The product is O=C1NC(=NO1)C1=C(C=CC=C1)C1=CC=C(C=C1)CC=1C(N(C=2N(C1CCC)N=CC2)C2CCOCC2)=O (6-{[2′-(5-oxo-4,5-dihydro-1,2,4-oxadiazol-3-yl)biphenyl-4-yl]methyl}-7-propyl-4-(tetrahydro-2H-pyran-4-yl)pyrazolo[1,5-a]pyrimidin-5(4H)-one). Yield: 53.1%. RXN SMILES: [Cl-].O[NH3+:3].[C:4](=[O:7])([O-])[OH:5].[Na+].CS(C)=O.[O:13]=[C:14]1[C:19]([CH2:20][C:21]2[CH:26]=[CH:25][C:24]([C:27]3[C:28]([C:33]#[N:34])=[CH:29][CH:30]=[CH:31][CH:32]=3)=[CH:23][CH:22]=2)=[C:18]([CH2:35][CH2:36][CH3:37])[N:17]2[N:38]=[CH:39][CH:40]=[C:16]2[N:15]1[CH:41]1[CH2:46][CH2:45][O:44][CH2:43][CH2:42]1>C(OCC)(=O)C>[O:7]=[C:4]1[O:5][N:3]=[C:33]([C:28]2[CH:29]=[CH:30][CH:31]=[CH:32][C:27]=2[C:24]2[CH:25]=[CH:26][C:21]([CH2:20][C:19]3[C:14](=[O:13])[N:15]([CH:41]4[CH2:42][CH2:43][O:44][CH2:45][CH2:46]4)[C:16]4[N:17]([N:38]=[CH:39][CH:40]=4)[C:18]=3[CH2:35][CH2:36][CH3:37])=[CH:22][CH:23]=2)[NH:34]1 |f:0.1,2.3|. Reported procedure: A mixture of hydroxylammonium chloride (0.69 g), sodium hydrogen carbonate (1.1 g) and dimethyl sulfoxide (10 mL) was stirred at 40° C. for 30 min, 4′-{[5-oxo-7-propyl-4-(tetrahydro-2H-pyran-4-yl)-4,5-dihydropyrazolo[1,5-a]pyrimidin-6-yl]methyl}biphenyl-2-carbonitrile (0.3 g) was added, and the mixture was stirred at 90° C. for 16 hr. The reaction mixture was diluted with ethyl acetate, washed with water and then with saturated brine, and dried over anhydrous magnesium sulfate. The solvent was e... Reactants: [Br-], CCC(CC)c1cc(C)nn2c(-c3sc(Br)cc3Cl)c(C)nc12, CCOC(C)=O, [Zn+]c1ccccn1. The product is CCC(CC)c1cc(C)nn2c(-c3sc(-c4ccccn4)cc3Cl)c(C)nc12. Reaction SMILES: [Br-:24].[Br:1][c:2]1[cH:3][c:4]([Cl:23])[c:5](-[c:7]2[c:8]([CH3:22])[n:9][c:10]3[n:11]2[n:12][c:13]([CH3:21])[cH:14][c:15]3[CH:16]([CH2:17][CH3:18])[CH2:19][CH3:20])[s:6]1.[CH3:32][CH2:33][O:34][C:35]([CH3:36])=[O:37].[n:25]1[c:26]([Zn+:31])[cH:27][cH:28][cH:29][cH:30]1>>[c:2]1(-[c:26]2[n:25][cH:30][cH:29][cH:28][cH:27]2)[cH:3][c:4]([Cl:23])[c:5](-[c:7]2[c:8]([CH3:22])[n:9][c:10]3[n:11]2[n:12][c:13]([CH3:21])[cH:14][c:15]3[CH:16]([CH2:17][CH3:18])[CH2:19][CH3:20])[s:6]1. The reactants are ice, C(C)(C)(C)OC(NC1=CC=C(C=C1)O)=O ((4-hydroxy-phenyl)-carbamic acid tert-butyl ester), ClC1=C(C(=O)C(=O)N2CCC(CC2)O)C(=CC=C1)Cl ((2,6-dichlorobenzoyl)-(4-hydroxy-piperidin-1-yl)-methanone), C1(=CC=CC=C1)P(C1=CC=CC=C1)C1=CC=CC=C1 (triphenylphosphine), C1CCOC1 (THF), N(=NC(=O)OCC)C(=O)OCC (diethyl azodicarboxylate). Reaction conditions: temperature 22 celsius, time 17 hour. Yields the product C(C)(C)(C)OC(NC1=CC=C(C=C1)OC1CCN(CC1)C(C1=C(C=CC=C1Cl)Cl)=O)=O ({4-[1-(2,6-Dichloro-benzoyl)-piperidin-4-yloxy]-phenyl}-carbamic acid tert-butyl Ester). Isolated yield 64.8%. Reaction SMILES: [C:1]([O:5][C:6](=[O:15])[NH:7][C:8]1[CH:13]=[CH:12]C(O)=C[CH:9]=1)([CH3:4])([CH3:3])[CH3:2].[Cl:16][C:17]1[CH:33]=[CH:32][CH:31]=[C:30]([Cl:34])[C:18]=1[C:19](C(N1CCC(O)CC1)=O)=[O:20].C1(P([C:48]2[CH:53]=CC=CC=2)C2C=CC=CC=2)C=CC=CC=1.[N:54]([C:61](OCC)=O)=NC(OCC)=O.[CH2:66]1[CH2:70][O:69][CH2:68][CH2:67]1>>[C:1]([O:5][C:6](=[O:15])[NH:7][C:8]1[CH:9]=[CH:66][C:70]([O:69][CH:68]2[CH2:67][CH2:61][N:54]([C:19](=[O:20])[C:18]3[C:30]([Cl:34])=[CH:31][CH:32]=[CH:33][C:17]=3[Cl:16])[CH2:53][CH2:48]2)=[CH:12][CH:13]=1)([CH3:2])([CH3:3])[CH3:4]. Procedure details: To an ice-cooled solution of (4-hydroxy-phenyl)-carbamic acid tert-butyl ester (422.8 mg, 2.02 mmol), (2,6-dichlorobenzoyl)-(4-hydroxy-piperidin-1-yl)-methanone (552.8 mg, 2.01 mmol), and triphenylphosphine (1.09 g, 4.16 mmol) in THF (20 mL) is added diethyl azodicarboxylate (1.0 mL, 2.20 mmol). The reaction mixture is stirred at 22° C. for 17 hours. After removal of solvent, the residue is purified on a silica gel chromatography with ethyl acetate-hexanes to provide a white solid (606.2 mg, 64.... Reactants: CC(C)C(Br)C(=O)O, CCN=C=NCCCN(C)C, CCOCC, CCN(C(C)C)C(C)C, Clc1ccc(C2CCNCC2)cc1, Cl, CN(C)C=O, On1nnc2ccccc21. Product: CC(C)C(Br)C(=O)N1CCC(c2ccc(Cl)cc2)CC1. RXN SMILES: [Br:1][CH:2]([C:3](=[O:4])[OH:5])[CH:6]([CH3:7])[CH3:8].[CH3:33][CH2:34][N:35]=[C:36]=[N:37][CH2:38][CH2:39][CH2:40][N:41]([CH3:42])[CH3:43].[CH3:58][CH2:59][O:60][CH2:61][CH3:62].[CH:44]([N:45]([CH2:46][CH3:47])[CH:48]([CH3:49])[CH3:50])([CH3:51])[CH3:52].[Cl:10][c:11]1[cH:12][cH:13][c:14]([CH:17]2[CH2:18][CH2:19][NH:20][CH2:21][CH2:22]2)[cH:15][cH:16]1.[ClH:9].[O:53]=[CH:54][N:55]([CH3:56])[CH3:57].[OH:23][n:24]1[c:25]2[c:26]([cH:27][cH:28][cH:29][cH:30]2)[n:31][n:32]1>>[Br:1][CH:2]([C:3](=[O:4])[N:20]1[CH2:19][CH2:18][CH:17]([c:14]2[cH:13][cH:12][c:11]([Cl:10])[cH:16][cH:15]2)[CH2:22][CH2:21]1)[CH:6]([CH3:7])[CH3:8]. Reactants: CCO, Cl, N#Cc1ccccc1-n1cncn1. Product: Cl, NCc1ccccc1-n1cncn1. Reaction SMILES: [CH3:15][CH2:16][OH:17].[ClH:14].[n:1]1(-[c:6]2[c:7]([C:8]#[N:9])[cH:10][cH:11][cH:12][cH:13]2)[n:2][cH:3][n:4][cH:5]1>>[ClH:14].[n:1]1(-[c:6]2[c:7]([CH2:8][NH2:9])[cH:10][cH:11][cH:12][cH:13]2)[n:2][cH:3][n:4][cH:5]1. As a reaction SMILES: C1(C)C=CC(S(O[CH2:11][C@@H:12]2[CH2:16][C@@H:15]([O:17][S:18]([CH3:21])(=[O:20])=[O:19])[CH2:14][N:13]2[C:22]([O:24][C:25]([CH3:28])([CH3:27])[CH3:26])=[O:23])(=O)=O)=CC=1.[C:30]1(=[O:40])[NH:34][C:33](=[O:35])[C:32]2=[CH:36][CH:37]=[CH:38][CH:39]=[C:31]12.[K].O.C(OCC)(=O)C>CN(C)C=O>[C:25]([O:24][C:22]([N:13]1[CH2:14][C@H:15]([O:17][S:18]([CH3:21])(=[O:19])=[O:20])[CH2:16][C@H:12]1[CH2:11][N:34]1[C:33](=[O:35])[C:32]2=[CH:36][CH:37]=[CH:38][CH:39]=[C:31]2[C:30]1=[O:40])=[O:23])([CH3:26])([CH3:27])[CH3:28] |f:1.2,^1:40|. Reactants: C1(=CC=C(C=C1)S(=O)(=O)OC[C@H]1N(C[C@@H](C1)OS(=O)(=O)C)C(=O)OC(C)(C)C)C ((2S,4R)-1-t-butoxycarbonyl-4-methanesulfonyloxypyrrolidine-2-methanol p-toluenesulfonate), C1(C=2C(C(N1)=O)=CC=CC2)=O.[K] (potassium phthalimide), O (water), C(C)(=O)OCC (ethyl acetate). Procedure details: To a solution of (2S,4R)-1-t-butoxycarbonyl-4-methanesulfonyloxypyrrolidine-2-methanol p-toluenesulfonate (20.78 g) in dimethylformamide (200 ml), potassium phthalimide (9.61 g) is added. The mixture is stirred at 70° C. for 3 hours. The reaction mixture is poured into a mixture of water and ethyl acetate. The organic layer is taken, successively washed with dilute aqueous sodium hydroxide and water, dried over sodium sulfate, and concentrated in vacuo. The residue is purified by 5% wet silica g... The solvent is CN(C=O)C (dimethylformamide). Product: C(C)(C)(C)OC(=O)N1[C@@H](C[C@H](C1)OS(=O)(=O)C)CN1C(C=2C(C1=O)=CC=CC2)=O ((2S,4R)-1-t-butoxycarbonyl-2-phthalimidomethyl-4-methanesulfonyloxypyrrolidine). Isolated yield 56.9%. Conditions: temperature 70 celsius, time 3 hour.